From a dataset of the Open Reaction Database (ORD), a public repository of structured organic reaction records. describe an organic reaction: reactants, conditions, products, and yield Starting materials: CC(C)CBr, O=C([O-])[O-], CO, O=C(Nc1ccn(Cc2c(O)cccc2Cl)n1)c1c(F)cccc1F, [K+], [K+], CN(C)C=O. Product: CC(C)COc1cccc(Cl)c1Cn1ccc(NC(=O)c2c(F)cccc2F)n1. Reaction SMILES: [Br:32][CH2:33][CH:34]([CH3:35])[CH3:36].[C:26](=[O:27])([O-:28])[O-:29].[CH3:42][OH:43].[Cl:1][c:2]1[c:3]([CH2:9][n:10]2[n:11][c:12]([NH:15][C:16]([c:17]3[c:18]([F:24])[cH:19][cH:20][cH:21][c:22]3[F:23])=[O:25])[cH:13][cH:14]2)[c:4]([OH:8])[cH:5][cH:6][cH:7]1.[K+:30].[K+:31].[O:37]=[CH:38][N:39]([CH3:40])[CH3:41]>>[Cl:1][c:2]1[c:3]([CH2:9][n:10]2[n:11][c:12]([NH:15][C:16]([c:17]3[c:18]([F:24])[cH:19][cH:20][cH:21][c:22]3[F:23])=[O:25])[cH:13][cH:14]2)[c:4]([O:8][CH2:33][CH:34]([CH3:35])[CH3:36])[cH:5][cH:6][cH:7]1. Starting materials: C(C)(C)(C)[C@@H]1NC(O[C@H]2[C@H](CCC/C=C/C=3C(=NC=4C=C(C=CC4N3)OC)O[C@@H]3C[C@H](N(C1=O)C3)C(=O)OC)C2)=O (methyl (1aR,5S,8S,10R,18E,22aR)-5-tert-butyl-14-methoxy-3,6-dioxo-1,1a,3,4,5,6,9,10,20,21,22,22a-dodecahydro-8H-7,10-methanocyclopropa[18,19][1,10,3,6]dioxadiazacyclononadecino[11,12-b]quinoxaline-8-carboxylate). The reagents and catalysts are [Pd] (Pd/C). Procedure: A solution (0.05 M) of methyl (1aR,5S,8S,10R,18E,22aR)-5-tert-butyl-14-methoxy-3,6-dioxo-1,1a,3,4,5,6,9,10,20,21,22,22a-dodecahydro-8H-7,10-methanocyclopropa[18,19][1,10,3,6]dioxadiazacyclononadecino[11,12-b]quinoxaline-8-carboxylate in MeOH/dioxane (1:1 ratio) was treated with Pd/C (8% in weight). The resulting mixture was stirred under atmosphere of hydrogen for 4 h. The catalyst was filtered off, and the filtrate was concentrated under reduced pressure to give the title compound (98%) as a so... RXN SMILES: [C:1]([C@H:5]1[C:33](=[O:34])[N:32]2[CH2:35][C@@H:29]([CH2:30][C@H:31]2[C:36]([O:38][CH3:39])=[O:37])[O:28][C:17]2=[N:18][C:19]3[CH:20]=[C:21]([O:26][CH3:27])[CH:22]=[CH:23][C:24]=3[N:25]=[C:16]2[CH:15]=[CH:14][CH2:13][CH2:12][CH2:11][C@@H:10]2[CH2:40][C@H:9]2[O:8][C:7](=[O:41])[NH:6]1)([CH3:4])([CH3:3])[CH3:2]>CO.O1CCOCC1.[Pd]>[C:1]([C@H:5]1[C:33](=[O:34])[N:32]2[CH2:35][C@@H:29]([CH2:30][C@H:31]2[C:36]([O:38][CH3:39])=[O:37])[O:28][C:17]2=[N:18][C:19]3[CH:20]=[C:21]([O:26][CH3:27])[CH:22]=[CH:23][C:24]=3[N:25]=[C:16]2[CH2:15][CH2:14][CH2:13][CH2:12][CH2:11][C@@H:10]2[CH2:40][C@H:9]2[O:8][C:7](=[O:41])[NH:6]1)([CH3:4])([CH3:2])[CH3:3] |f:1.2|. Solvent: CO.O1CCOCC1 (MeOH dioxane). Yields the product C(C)(C)(C)[C@@H]1NC(O[C@H]2[C@H](CCCCCC=3C(=NC=4C=C(C=CC4N3)OC)O[C@@H]3C[C@H](N(C1=O)C3)C(=O)OC)C2)=O (methyl (1aR,5S,8S,10R,22aR)-5-tert-butyl-14-methoxy-3,6-dioxo-1,1a,3,4,5,6,9,10,18,19,20,21,22,22a-tetradecahydro-8H-7,10-methanocyclopropa[18,19][1,10,3,6]dioxadiazacyclononadecino[11,12-b]quinoxaline-8-carboxylate). Isolated yield 98.0%. Reaction conditions: time 4 hour. The reactants are C(C)(=O)C1=C(N)C=C(C(=C1)OCC)OC (2-Acetyl-4-ethoxy-5-methoxyaniline), C1(CC1)C(=O)Cl (cyclopropylcarbonyl chloride), C1(CC1)C=1NC2=CC(=C(C=C2C(C1)=O)OC)OC (2-cyclopropyl-6,7dimethoxy-4(1H)-quinolone). The solvent is C(C)N(CC)CC (triethylamine). The product is C1(CC1)C(=O)NC1=C(C=C(C(=C1)OC)OCC)C(C)=O (N-cyclopropylcarbonyl-2-acetyl-4-ethoxy-5-methoxyaniline). RXN SMILES: [C:1]([C:4]1[CH:10]=[C:9]([O:11][CH2:12][CH3:13])[C:8]([O:14][CH3:15])=[CH:7][C:5]=1[NH2:6])(=[O:3])[CH3:2].[CH:16]1([C:19](Cl)=[O:20])[CH2:18][CH2:17]1.C1(C2NC3C(C(=O)C=2)=CC(OC)=C(OC)C=3)CC1>C(N(CC)CC)C>[CH:16]1([C:19]([NH:6][C:5]2[CH:7]=[C:8]([O:14][CH3:15])[C:9]([O:11][CH2:12][CH3:13])=[CH:10][C:4]=2[C:1](=[O:3])[CH3:2])=[O:20])[CH2:18][CH2:17]1. Procedure: 2-Acetyl-4-ethoxy-5-methoxyaniline (490 mg), triethylamine (1.0 ml) and cyclopropylcarbonyl chloride (0.25 ml) were reacted in the same manner as in the preparation of compound 95 to give N-cyclopropylcarbonyl-2-acetyl-4-ethoxy-5-methoxyaniline (420 mg). This compound (380 mg) and potassium t-butoxide (770 mg) were reacted in the same manner as in the preparation of compound 95 to obtain 2-cyclopropyl-6-ethoxy-7-methoxy-4(1H)-quinolone (compound 119, 80 mg). Reactants: COC(=O)c1cc(Br)cc(N(C)S(C)(=O)=O)c1, O=C([O-])[O-], C1COCCO1, CCOC(C)=O, [Cs+], [Cs+], O=C(C=Cc1ccccc1)C=Cc1ccccc1, O=C(C=Cc1ccccc1)C=Cc1ccccc1, O=C(C=Cc1ccccc1)C=Cc1ccccc1, [Pd], [Pd], O=C1CC(c2ccccc2)CN1. Product: COC(=O)c1cc(N2CC(c3ccccc3)CC2=O)cc(N(C)S(C)(=O)=O)c1. As a reaction SMILES: [Br:1][c:2]1[cH:3][c:4]([C:5](=[O:6])[O:7][CH3:8])[cH:9][c:10]([N:12]([S:13](=[O:14])(=[O:15])[CH3:16])[CH3:17])[cH:11]1.[C:30](=[O:31])([O-:32])[O-:33].[CH2:36]1[O:37][CH2:38][CH2:39][O:40][CH2:41]1.[CH3:42][CH2:43][O:44][C:45](=[O:46])[CH3:47].[Cs+:34].[Cs+:35].[O:50]=[C:51]([CH:52]=[CH:53][c:54]1[cH:55][cH:56][cH:57][cH:58][cH:59]1)[CH:60]=[CH:61][c:62]1[cH:63][cH:64][cH:65][cH:66][cH:67]1.[O:68]=[C:69]([CH:70]=[CH:71][c:72]1[cH:73][cH:74][cH:75][cH:76][cH:77]1)[CH:78]=[CH:79][c:80]1[cH:81][cH:82][cH:83][cH:84][cH:85]1.[O:86]=[C:87]([CH:88]=[CH:89][c:90]1[cH:91][cH:92][cH:93][cH:94][cH:95]1)[CH:96]=[CH:97][c:98]1[cH:99][cH:100][cH:101][cH:102][cH:103]1.[Pd:48].[Pd:49].[c:18]1([CH:24]2[CH2:25][C:26](=[O:29])[NH:27][CH2:28]2)[cH:19][cH:20][cH:21][cH:22][cH:23]1>>[c:2]1([N:27]2[C:26](=[O:29])[CH2:25][CH:24]([c:18]3[cH:19][cH:20][cH:21][cH:22][cH:23]3)[CH2:28]2)[cH:3][c:4]([C:5](=[O:6])[O:7][CH3:8])[cH:9][c:10]([N:12]([S:13](=[O:14])(=[O:15])[CH3:16])[CH3:17])[cH:11]1. Reactants: C(C)(C)NC(=O)C1=CN(C2=NC=CC=C2C1=O)C1=CC(=CC=C1)Br (N-isopropyl-1-(3-bromophenyl)-1,4-dihydro[1,8]naphthyridin-4-one-3-carboxamide), C(#C)C=1C=[N+](C=CC1)[O-] (3-ethynylpyridine N-oxide), C1(=CC=CC=C1)C(C)(C#C)O (2-phenyl-3-butyn-2-ol). The product is C1(CC1)NC(=O)C1=CN(C2=NC=CC=C2C1=O)C1=CC(=CC=C1)C#CC=1C=[N+](C=CC1)[O-] (N-cyclopropyl-1-[3-(1-oxido-3-pyridinylethynyl)phenyl]-1,4-dihydro[1,8]naphthyridin4-one-3-carboxamide). As a reaction SMILES: [CH:1]([NH:4][C:5]([C:7]1[C:16](=[O:17])[C:15]2[C:10](=[N:11][CH:12]=[CH:13][CH:14]=2)[N:9]([C:18]2[CH:23]=[CH:22][CH:21]=[C:20](Br)[CH:19]=2)[CH:8]=1)=[O:6])([CH3:3])[CH3:2].[C:25]([C:27]1[CH:28]=[N+:29]([O-:33])[CH:30]=[CH:31][CH:32]=1)#[CH:26].C1(C(O)(C#C)C)C=CC=CC=1>>[CH:1]1([NH:4][C:5]([C:7]2[C:16](=[O:17])[C:15]3[C:10](=[N:11][CH:12]=[CH:13][CH:14]=3)[N:9]([C:18]3[CH:23]=[CH:22][CH:21]=[C:20]([C:26]#[C:25][C:27]4[CH:28]=[N+:29]([O-:33])[CH:30]=[CH:31][CH:32]=4)[CH:19]=3)[CH:8]=2)=[O:6])[CH2:3][CH2:2]1. Procedure: Following the procedure of EXAMPLE 15, but substituting N-cyclopropyl-1-(3-bromophenyl)-1,4-dihydro[1,8]naphthyridin-4-one-3-carboxamide from Step 1 of EXAMPLE 6 for N-isopropyl-1-(3-bromophenyl)-1,4-dihydro[1,8]naphthyridin-4-one-3-carboxamide, and 3-ethynylpyridine N-oxide from Step 1 for 2-phenyl-3-butyn-2-ol, the N-cyclopropyl-1-[3-(1-oxido-3-pyridinylethynyl)phenyl]-1,4-dihydro[1,8]naphthyridin4-one-3-carboxamide compound was obtained as a white solid. The reactants are BrC1C(C2=CC(=CC=C2C1)OC)=O (2-Bromo-6-methoxyindan-1-one), O1CCOC2=C1C=CC=C2N2CCNCC2 ((2,3-dihydro[1,4]benzodioxin-5-yl)piperazine), C([O-])([O-])=O.[K+].[K+] (potassium carbonate), CN(C=O)C (dimethylformamide). Run in O (water). Run at time 20 hour. The product is O1CCOC2=C1C=CC=C2N2CCN(CC2)C2C(C1=CC(=CC=C1C2)OC)=O (2-[4-(2,3-Dihydro[1,4]benzodioxin-5-yl)piperazin-1-yl]-6-methoxy-indan-1-one). The yield is 73.9%. RXN SMILES: Br[CH:2]1[CH2:10][C:9]2[C:4](=[CH:5][C:6]([O:11][CH3:12])=[CH:7][CH:8]=2)[C:3]1=[O:13].[O:14]1[C:19]2[CH:20]=[CH:21][CH:22]=[C:23]([N:24]3[CH2:29][CH2:28][NH:27][CH2:26][CH2:25]3)[C:18]=2[O:17][CH2:16][CH2:15]1.C(=O)([O-])[O-].[K+].[K+].CN(C)C=O>O>[O:14]1[C:19]2[CH:20]=[CH:21][CH:22]=[C:23]([N:24]3[CH2:29][CH2:28][N:27]([CH:2]4[CH2:10][C:9]5[C:4](=[CH:5][C:6]([O:11][CH3:12])=[CH:7][CH:8]=5)[C:3]4=[O:13])[CH2:26][CH2:25]3)[C:18]=2[O:17][CH2:16][CH2:15]1 |f:2.3.4|. Reported procedure: A suspension prepared from 25.3 g (100 mmol) of the compound obtained in Step 1, 22.0 g (100 mmol) of (2,3-dihydro[1,4]benzodioxin-5-yl)piperazine, 13.8 g (100 mmol) of potassium carbonate and 140 ml of dimethylformamide is stirred at room temperature for 20 hours. The mixture is then poured into 1.5 liters of water, and the solid that forms (violet) is filtered off, rinsed with water and dried in vacuo to obtain 28.1 g of the expected product. Reactants: OCC1CN(CC1)C(=O)OC(C)(C)C (tert-butyl 3-(hydroxymethyl)pyrrolidine-1-carboxylate), N(=NC(=O)OC(C)C)C(=O)OC(C)C (diisopropyl azodicarboxylate), FC1=CC=C(C=C1)C1=CC=C(C=C1)O (4′-fluorobiphenyl-4-ol), C1(=CC=CC=C1)P(C1=CC=CC=C1)C1=CC=CC=C1 (triphenylphosphine). The product is FC1=CC=C(C=C1)C1=CC=C(C=C1)OCC1CN(CC1)C(=O)OC(C)(C)C (tert-Butyl 3-(4′-fluorobiphenyl-4-yloxymethyl)-pyrrolidine-1-carboxylate). Reaction SMILES: [OH:1][CH2:2][CH:3]1[CH2:7][CH2:6][N:5]([C:8]([O:10][C:11]([CH3:14])([CH3:13])[CH3:12])=[O:9])[CH2:4]1.[F:15][C:16]1[CH:21]=[CH:20][C:19]([C:22]2[CH:27]=[CH:26][C:25](O)=[CH:24][CH:23]=2)=[CH:18][CH:17]=1.C1(P(C2C=CC=CC=2)C2C=CC=CC=2)C=CC=CC=1.N(C(OC(C)C)=O)=NC(OC(C)C)=O>>[F:15][C:16]1[CH:17]=[CH:18][C:19]([C:22]2[CH:27]=[CH:26][C:25]([O:1][CH2:2][CH:3]3[CH2:7][CH2:6][N:5]([C:8]([O:10][C:11]([CH3:14])([CH3:13])[CH3:12])=[O:9])[CH2:4]3)=[CH:24][CH:23]=2)=[CH:20][CH:21]=1. Reported procedure: The procedure is the same as for Example 1 (Stage 1.2) starting from 1.50 g (7.45 mmol) of tert-butyl 3-(hydroxymethyl)pyrrolidine-1-carboxylate (commercial), 2.15 g (11.18 mmol) of 4′-fluorobiphenyl-4-ol, 2.93 g (11.18 mmol) of triphenylphosphine and 2.26 g (11.18 mmol) of diisopropyl azodicarboxylate. After purification by chromatography on a column of silica gel, elution being carried out with dichloromethane, 1.55 g of the expected product are obtained in the form of an oil.